From a dataset of the Open Reaction Database (ORD), a public repository of structured organic reaction records. describe an organic reaction: reactants, conditions, products, and yield The reactants are CC=1C=C(C2=C(N1)N(N=C2)CC2=CC=CC=C2)C#N (6-Methyl-1-(phenylmethyl)-1H-pyrazolo[3,4-b]pyridine-4-carbonitrile), [OH-].[Na+] (sodium hydroxide), C(C)O (ethanol). Solvent: O (water). Yields the product CC=1C=C(C2=C(N1)N(N=C2)CC2=CC=CC=C2)C(=O)O (6-Methyl-1-(phenylmethyl)-1H-pyrazolo[3,4-b]pyridine-4-carboxylic acid). RXN SMILES: [CH3:1][C:2]1[CH:3]=C(C#N)[C:5]2[CH:10]=[N:9][N:8]([CH2:11][C:12]3[CH:17]=[CH:16][CH:15]=[CH:14][CH:13]=3)[C:6]=2[N:7]=1.[OH-:20].[Na+].[CH2:22]([OH:24])[CH3:23]>O>[CH3:1][C:2]1[CH:3]=[C:23]([C:22]([OH:20])=[O:24])[C:5]2[CH:10]=[N:9][N:8]([CH2:11][C:12]3[CH:17]=[CH:16][CH:15]=[CH:14][CH:13]=3)[C:6]=2[N:7]=1 |f:1.2|. Procedure details: 6-Methyl-1-(phenylmethyl)-1H-pyrazolo[3,4-b]pyridine-4-carbonitrile (1 g), sodium hydroxide (0.805 g, 20.14 mmol), ethanol (25 mL) and water (10 mL) were heated at reflux for 2 hours. After cooling to room temperature, the solvent was removed under reduced pressure. The crude product was suspended in water (50 mL) and acidified by dropwise addition of 6N HCl. The solid product was filtered off and dissolved in 100 ml of EtOAc. The solution dried over MgSO4, filtered, and concentrated in vacuo. T... The reactants are CC1(COC1)COS(=O)(=O)C=1C(=CC=CC1)C (3-methyl-3-(toluenesulfonyl-oxymethyl)oxetane), [Na+].[I-] (NaI), C(=O)(OCC1=CC=CC=C1)N[C@@H](CC(C)C)C(=O)O (Cbz-L-leucine), C(=O)([O-])[O-].[Cs+].[Cs+] (Cs2CO3). Run in O (water), CN(C)C=O (DMF). Conditions: time 12 hour. Yields the product CC1(COC1)COC([C@H](CC(C)C)NC(=O)OCC1=CC=CC=C1)=O ((2S)-2-benzyloxycarbonylamino-4-methyl-pentanoic acid 3-methyloxetan-3-ylmethyl ester). As a reaction SMILES: [C:1]([NH:11][C@H:12]([C:17]([OH:19])=[O:18])[CH2:13][CH:14]([CH3:16])[CH3:15])([O:3][CH2:4][C:5]1[CH:10]=[CH:9][CH:8]=[CH:7][CH:6]=1)=[O:2].C([O-])([O-])=O.[Cs+].[Cs+].[CH3:26][C:27]1([CH2:31]OS(C2C(C)=CC=CC=2)(=O)=O)[CH2:30][O:29][CH2:28]1.[Na+].[I-]>O.CN(C=O)C>[CH3:26][C:27]1([CH2:31][O:18][C:17](=[O:19])[C@@H:12]([NH:11][C:1]([O:3][CH2:4][C:5]2[CH:10]=[CH:9][CH:8]=[CH:7][CH:6]=2)=[O:2])[CH2:13][CH:14]([CH3:16])[CH3:15])[CH2:30][O:29][CH2:28]1 |f:1.2.3,5.6|. Procedure details: Cbz-L-leucine (2 g, 7.5 mmol) and Cs2CO3 (1.46 g, 4.5 mmol, 0.6 eq) were dissolved in water (20 mL). Water was then removed in vacuo, and the resulting oil was lyophilized for 12 h to give a white solid. To this solid were added 3-methyl-3-(toluenesulfonyl-oxymethyl)oxetane (oxetane tosylate) (1.8 g, 4.5 mmol), and NaI (224 mg, 1.5 mmol, 0.2 eq.) which were taken up in DMF (35 mL) and allowed to stir under nitrogen for 48 h. The DMF was then removed in vacuo, and the resulting solid was dissolve... Starting materials: CC(C)(C)c1ccccc1, CNC(=O)Cl, Oc1ccc2ccccc2c1. Product: CNC(=O)Oc1ccc2ccccc2c1. As a reaction SMILES: [C:17]([c:18]1[cH:19][cH:20][cH:21][cH:22][cH:23]1)([CH3:24])([CH3:25])[CH3:26].[CH3:12][NH:13][C:14](=[O:15])[Cl:16].[cH:1]1[c:2]([OH:11])[cH:3][cH:4][c:5]2[cH:6][cH:7][cH:8][cH:9][c:10]12>>[cH:1]1[c:2]([O:11][C:14]([NH:13][CH3:12])=[O:15])[cH:3][cH:4][c:5]2[cH:6][cH:7][cH:8][cH:9][c:10]12.